From a dataset of the Open Reaction Database (ORD), a public repository of structured organic reaction records. describe an organic reaction: reactants, conditions, products, and yield Starting materials: CC(=O)O, CCCC[SnH](CCCC)CCCC, C=CCOC(=O)Nc1ccc(F)c(-c2nc(C(C)(C)C)sc2-c2ccnc(Cl)n2)c1, ClCCl, Cl[Pd]Cl, c1ccc(P(c2ccccc2)c2ccccc2)cc1, c1ccc(P(c2ccccc2)c2ccccc2)cc1. Product: CC(C)(C)c1nc(-c2cc(N)ccc2F)c(-c2ccnc(Cl)n2)s1. Reaction SMILES: [C:31]([OH:32])(=[O:33])[CH3:34].[CH2:35]([SnH:36]([CH2:37][CH2:38][CH2:39][CH3:40])[CH2:41][CH2:42][CH2:43][CH3:44])[CH2:45][CH2:46][CH3:47].[Cl:1][c:2]1[n:3][cH:4][cH:5][c:6](-[c:8]2[c:9](-[c:17]3[cH:18][c:19]([NH:24][C:25](=[O:26])[O:27][CH2:28][CH:29]=[CH2:30])[cH:20][cH:21][c:22]3[F:23])[n:10][c:11]([C:13]([CH3:14])([CH3:15])[CH3:16])[s:12]2)[n:7]1.[Cl:48][CH2:49][Cl:50].[Pd:51]([Cl:52])[Cl:53].[c:54]1([P:55]([c:56]2[cH:57][cH:58][cH:59][cH:60][cH:61]2)[c:62]2[cH:63][cH:64][cH:65][cH:66][cH:67]2)[cH:68][cH:69][cH:70][cH:71][cH:72]1.[c:73]1([P:74]([c:75]2[cH:76][cH:77][cH:78][cH:79][cH:80]2)[c:81]2[cH:82][cH:83][cH:84][cH:85][cH:86]2)[cH:87][cH:88][cH:89][cH:90][cH:91]1>>[Cl:1][c:2]1[n:3][cH:4][cH:5][c:6](-[c:8]2[c:9](-[c:17]3[cH:18][c:19]([NH2:24])[cH:20][cH:21][c:22]3[F:23])[n:10][c:11]([C:13]([CH3:14])([CH3:15])[CH3:16])[s:12]2)[n:7]1.